Dataset: the Open Reaction Database (ORD), a public repository of structured organic reaction records. Task: describe an organic reaction: reactants, conditions, products, and yield Starting materials: [OH-].[Na+] (NaOH), C(C)OC(=O)C1=NC(=CC=C1NC=1C=NC=NC1)C1CC1 (6-cyclopropyl-3-(pyrimidin-5-ylamino)-pyridine-2-carboxylic acid ethyl ester), Cl (HCl). Run in CCO (EtOH). Reaction conditions: time 8 hour. The product is C1(CC1)C1=CC=C(C(=N1)C(=O)O)NC=1C=NC=NC1 (6-Cyclopropyl-3-(pyrimidin-5-ylamino)-pyridine-2-carboxylic acid). Yield: 77.4%. Reaction SMILES: C([O:3][C:4]([C:6]1[C:11]([NH:12][C:13]2[CH:14]=[N:15][CH:16]=[N:17][CH:18]=2)=[CH:10][CH:9]=[C:8]([CH:19]2[CH2:21][CH2:20]2)[N:7]=1)=[O:5])C.[OH-].[Na+].Cl>CCO>[CH:19]1([C:8]2[N:7]=[C:6]([C:4]([OH:5])=[O:3])[C:11]([NH:12][C:13]3[CH:18]=[N:17][CH:16]=[N:15][CH:14]=3)=[CH:10][CH:9]=2)[CH2:20][CH2:21]1 |f:1.2|. Reported procedure: A suspension of 6-cyclopropyl-3-(pyrimidin-5-ylamino)-pyridine-2-carboxylic acid ethyl ester (1.85 g, 6.5 mmol) from example A-1 in EtOH (15 ml) was treated with 1N NaOH (13 ml). The reaction mixture was stirred at rt overnight. The compact suspension was brought to pH 6 by addition of 1N HCl. The solid was collected by filtration, washed with EtOH and dried to give the product (1.29 g, 77%) as off-white solid. Procedure: The foregoing mixture of 2-cis and 2-trans-3-cyclohexylacrylonitrile (26.50 g) was dissolved in sodium benzylate solution prepared from sodium (0.65 g) and benzyl alcohol (90 ml) and the resulting solution heated on the steam-bath with stirring for 4 hours then set aside at room temperature for 18 hours. The resulting dark solution was diluted with ether and washed with water. The ethereal extract was dried (Na2SO4), the solvent removed in vacuo, and the residual unchanged nitrile removed by dis... Solvent: CCOCC (ether), [Na] (sodium), [Na] (sodium). Product: C(C1=CC=CC=C1)OC(CCN)C1CCCCC1 (3-benzyloxy-3-cyclohexylpropylamine). Reaction conditions: time 4 hour. RXN SMILES: [CH:1]1(/[CH:7]=[CH:8]/[C:9]#[N:10])[CH2:6][CH2:5][CH2:4][CH2:3][CH2:2]1.[CH2:11]([OH:18])[C:12]1[CH:17]=[CH:16][CH:15]=[CH:14][CH:13]=1>[Na].CCOCC>[CH2:11]([O:18][CH:7]([CH:1]1[CH2:6][CH2:5][CH2:4][CH2:3][CH2:2]1)[CH2:8][CH2:9][NH2:10])[C:12]1[CH:17]=[CH:16][CH:15]=[CH:14][CH:13]=1 |^1:18|. The reactants are C1(CCCCC1)/C=C/C#N (2-trans-3-cyclohexylacrylonitrile), C(C1=CC=CC=C1)O (benzyl alcohol). Starting materials: O=C1CCCc2ccccc21, [Li]CCCC, COc1cc(Br)cc(OC)c1OC. Reaction SMILES: [C:19]1(=[O:29])[CH2:20][CH2:21][CH2:22][c:23]2[cH:24][cH:25][cH:26][cH:27][c:28]21.[CH2:1]([Li:2])[CH2:3][CH2:4][CH3:5].[CH3:6][O:7][c:8]1[cH:9][c:10]([Br:11])[cH:12][c:13]([O:14][CH3:15])[c:16]1[O:17][CH3:18]>>[CH:19]1([OH:29])[CH2:20][CH2:21][CH2:22][c:23]2[cH:24][cH:25][cH:26][cH:27][c:28]21. Product: OC1CCCc2ccccc21. The reactants are CCc1cccc(N=C=O)c1, NCCCN1Cc2ccccc2CC1Cc1ccc(F)cc1. Yields the product CCc1cccc(NC(=O)NCCCN2Cc3ccccc3CC2Cc2ccc(F)cc2)c1. Reaction SMILES: [CH2:23]([CH3:24])[c:25]1[cH:26][c:27]([N:31]=[C:32]=[O:33])[cH:28][cH:29][cH:30]1.[F:1][c:2]1[cH:3][cH:4][c:5]([CH2:6][CH:7]2[N:8]([CH2:17][CH2:18][CH2:19][NH2:20])[CH2:9][c:10]3[cH:11][cH:12][cH:13][cH:14][c:15]3[CH2:16]2)[cH:21][cH:22]1>>[F:1][c:2]1[cH:3][cH:4][c:5]([CH2:6][CH:7]2[N:8]([CH2:17][CH2:18][CH2:19][NH:20][C:32]([NH:31][c:27]3[cH:26][c:25]([CH2:23][CH3:24])[cH:30][cH:29][cH:28]3)=[O:33])[CH2:9][c:10]3[cH:11][cH:12][cH:13][cH:14][c:15]3[CH2:16]2)[cH:21][cH:22]1. Reactants: CN1CCc2c3n(c4ccccc24)C(=O)CCC31, C1CCOC1. The product is CN1CCc2c3n(c4ccccc24)C(C)(O)CCC31. RXN SMILES: [CH3:1][N:2]1[CH2:3][CH2:4][c:5]2[c:6]3[n:7]([c:13]4[cH:14][cH:15][cH:16][cH:17][c:18]24)[C:8](=[O:12])[CH2:9][CH2:10][CH:11]13.[O:19]1[CH2:20][CH2:23][CH2:22][CH2:21]1>>[CH3:1][N:2]1[CH2:3][CH2:4][c:5]2[c:6]3[n:7]([c:13]4[cH:14][cH:15][cH:16][cH:17][c:18]24)[C:8]([OH:12])([CH3:20])[CH2:9][CH2:10][CH:11]13. Starting materials: NCCCCc1ncc(Br)cc1N, Cc1ccc(Cc2cnc(N[N+](=O)[O-])[nH]c2=O)cn1, c1ccncc1. Product: Cc1ccc(Cc2cnc(NCCCCc3ncc(Br)cc3N)[nH]c2=O)cn1. As a reaction SMILES: [Br:1][c:2]1[cH:3][c:4]([NH2:13])[c:5]([CH2:8][CH2:9][CH2:10][CH2:11][NH2:12])[n:6][cH:7]1.[N+:14]([NH:15][c:18]1[n:19][cH:20][c:21]([CH2:25][c:26]2[cH:27][n:28][c:29]([CH3:32])[cH:30][cH:31]2)[c:22](=[O:24])[nH:23]1)([O-:16])=[O:17].[cH:33]1[cH:34][cH:35][n:36][cH:37][cH:38]1>>[Br:1][c:2]1[cH:3][c:4]([NH2:13])[c:5]([CH2:8][CH2:9][CH2:10][CH2:11][NH:12][c:18]2[n:19][cH:20][c:21]([CH2:25][c:26]3[cH:27][n:28][c:29]([CH3:32])[cH:30][cH:31]3)[c:22](=[O:24])[nH:23]2)[n:6][cH:7]1.